Dataset: the Open Reaction Database (ORD), a public repository of structured organic reaction records. Task: describe an organic reaction: reactants, conditions, products, and yield Isolated yield 85.3%. Reactants: N1(C=NC=C1)CCOC=1C=C2CCCC(C2=CC1)=O (6-(2-Imidazole-1-yl-ethoxy)-3,4-dihydro-2H-naphthalen-1-one), C(C=1C(=CC=CC1)OC)=O (o-anisaldehyde). The product is N1(C=NC=C1)CCOC=1C=C2CCC(C(C2=CC1)=O)=CC1=C(C=CC=C1)OC (6-(2-Imidazol-1-yl-ethoxy)-2-(2-methoxy-benzylidene)-3,4-dihydro-2H-naphthalen-1-one). Reported procedure: 6-(2-Imidazole-1-yl-ethoxy)-3,4-dihydro-2H-naphthalen-1-one (0.200 g, 0.78 mmol) was reacted with o-anisaldehyde (0.117 g, 0.87 mmol) in 2 mL of 4% KOH in EtOH at room temperature overnight. The reaction was diluted with water to induce the precipitation of a red gum. The aqueous layer was decanted, and the remaining residue was concentrated several times from EtOH and then chromatographed (SiO2, 30 g, 8% MeOH in DCM) to afford 0.249 g (84%) of the title compound as a yellow foam: APCI-MS m/e 37... As a reaction SMILES: [N:1]1([CH2:6][CH2:7][O:8][C:9]2[CH:10]=[C:11]3[C:16](=[CH:17][CH:18]=2)[C:15](=[O:19])[CH2:14][CH2:13][CH2:12]3)[CH:5]=[CH:4][N:3]=[CH:2]1.[CH:20](=O)[C:21]1[C:22]([O:27][CH3:28])=[CH:23][CH:24]=[CH:25][CH:26]=1>[OH-].[K+].CCO.O>[N:1]1([CH2:6][CH2:7][O:8][C:9]2[CH:10]=[C:11]3[C:16](=[CH:17][CH:18]=2)[C:15](=[O:19])[C:14](=[CH:20][C:21]2[CH:26]=[CH:25][CH:24]=[CH:23][C:22]=2[O:27][CH3:28])[CH2:13][CH2:12]3)[CH:5]=[CH:4][N:3]=[CH:2]1 |f:2.3|. The solvent is [OH-].[K+] (KOH), CCO (EtOH), O (water). Starting materials: O=C([O-])[O-], [Na+], [Na+], O=C(C1CCC(Nc2nccc(-n3nnc4c(I)cccc43)n2)CC1)N1CCC(O)CC1, Cc1ccccc1B(O)O. Product: Cc1ccccc1-c1cccc2c1nnn2-c1ccnc(NC2CCC(C(=O)N3CCC(O)CC3)CC2)n1. RXN SMILES: [C:43](=[O:44])([O-:45])[O-:46].[Na+:47].[Na+:48].[OH:1][CH:2]1[CH2:3][CH2:4][N:5]([C:8](=[O:9])[CH:10]2[CH2:11][CH2:12][CH:13]([NH:16][c:17]3[n:18][cH:19][cH:20][c:21](-[n:23]4[n:24][n:25][c:26]5[c:27]4[cH:28][cH:29][cH:30][c:31]5[I:32])[n:22]3)[CH2:14][CH2:15]2)[CH2:6][CH2:7]1.[c:33]1([CH3:42])[c:34]([B:39]([OH:40])[OH:41])[cH:35][cH:36][cH:37][cH:38]1>>[OH:1][CH:2]1[CH2:3][CH2:4][N:5]([C:8](=[O:9])[CH:10]2[CH2:11][CH2:12][CH:13]([NH:16][c:17]3[n:18][cH:19][cH:20][c:21](-[n:23]4[n:24][n:25][c:26]5[c:27]4[cH:28][cH:29][cH:30][c:31]5-[c:34]4[c:33]([CH3:42])[cH:38][cH:37][cH:36][cH:35]4)[n:22]3)[CH2:14][CH2:15]2)[CH2:6][CH2:7]1. The reactants are ClC1=NC(=NC(=C1)NCCC1=C(C=C(C=C1)Cl)Cl)C(CO)O (1-{4-chloro-6-[2-(2,4-dichloro-phenyl)-ethylamino]-pyrimidin-2-yl}-ethane-1,2-diol), I(=O)(=O)(=O)[O-].[Na+] (sodium meta-periodate). The solvent is O (water), CO (MeOH), O (water). Run at time 16 hour. Yields the product ClC1=NC(=NC(=C1)NCCC1=C(C=C(C=C1)Cl)Cl)C=O (4-chloro-6-[2-(2,4-dichloro-phenyl)-ethylamino]-pyrimidine-2-carbaldehyde). Isolated yield 92.8%. As a reaction SMILES: [Cl:1][C:2]1[CH:7]=[C:6]([NH:8][CH2:9][CH2:10][C:11]2[CH:16]=[CH:15][C:14]([Cl:17])=[CH:13][C:12]=2[Cl:18])[N:5]=[C:4]([CH:19]([OH:22])CO)[N:3]=1.I([O-])(=O)(=O)=O.[Na+]>CO.O>[Cl:1][C:2]1[CH:7]=[C:6]([NH:8][CH2:9][CH2:10][C:11]2[CH:16]=[CH:15][C:14]([Cl:17])=[CH:13][C:12]=2[Cl:18])[N:5]=[C:4]([CH:19]=[O:22])[N:3]=1 |f:1.2|. Procedure details: To a mixture of 1-{4-chloro-6-[2-(2,4-dichloro-phenyl)-ethylamino]-pyrimidin-2-yl}-ethane-1,2-diol (320 mg, 0.88 mmol) in MeOH (5 mL) and water (5 mL) is added sodium meta-periodate (567 mg, 2.65 mmol) and stirred for 16 hours before adding water (50 mL), and extracted thrice with EtOAc (30 mL). The organic extracts are combined and dried over magnesium sulfate, filtered and concentrated to afford 4-chloro-6-[2-(2,4-dichloro-phenyl)-ethylamino]-pyrimidine-2-carbaldehyde (270 mg, 93%) as a solid.